This data is from the Open Reaction Database (ORD), a public repository of structured organic reaction records. The task is: describe an organic reaction: reactants, conditions, products, and yield Starting materials: COC1=CC=C(C=C1)NC=1C(=CC=CC1)N (N-(4-methoxyphenyl)benzene-1,2-diamine), C(C(=O)C)(=O)OCC (ethyl pyruvate). Yields the product COC1=CC=C(C=C1)N1C(C(=NC2=CC=CC=C12)C)=O (1,2-Dihydro-1-(4-methoxyphenyl)-3-methylquinoxalin-2-one). RXN SMILES: [CH3:1][O:2][C:3]1[CH:8]=[CH:7][C:6]([NH:9][C:10]2[C:11]([NH2:16])=[CH:12][CH:13]=[CH:14][CH:15]=2)=[CH:5][CH:4]=1.[C:17](OCC)(=[O:21])[C:18]([CH3:20])=O>>[CH3:1][O:2][C:3]1[CH:4]=[CH:5][C:6]([N:9]2[C:10]3[C:11](=[CH:12][CH:13]=[CH:14][CH:15]=3)[N:16]=[C:18]([CH3:20])[C:17]2=[O:21])=[CH:7][CH:8]=1. Procedure details: Preparation as in Example 1 but using N-(4-methoxyphenyl)benzene-1,2-diamine and ethyl pyruvate gave the title compound mp 230°-232° C. Starting materials: CC1([C@H](CC[C@H](C1)NC1=NC(=NC=C1C(F)(F)F)S(=O)C)O)C ((1S,4R)-2,2-dimethyl-4-((2-(methylsulfinyl)-5-(trifluoromethyl)pyrimidin-4-yl)amino)cyclohexanol), NCC=1C(=CC(=[N+](C1)[O-])C)C(F)(F)F (5-(aminomethyl)-2-methyl-4-(trifluoromethyl)pyridine 1-oxide). Run in O1CCOCC1 (dioxane). The product is O[C@@H]1C(C[C@@H](CC1)NC1=NC(=NC=C1C(F)(F)F)NCC=1C(=CC(=[N+](C1)[O-])C)C(F)(F)F)(C)C (5-(((4-(((1R,4S)-4-hydroxy-3,3-dimethylcyclohexyl)amino)-5-(trifluoromethyl)pyrimidin-2-yl)amino)methyl)-2-methyl-4-(trifluoromethyl)pyridine 1-oxide). Isolated yield 30.0%. RXN SMILES: [CH3:1][C:2]1([CH3:23])[CH2:7][C@H:6]([NH:8][C:9]2[C:14]([C:15]([F:18])([F:17])[F:16])=[CH:13][N:12]=[C:11](S(C)=O)[N:10]=2)[CH2:5][CH2:4][C@@H:3]1[OH:22].[NH2:24][CH2:25][C:26]1[C:27]([C:34]([F:37])([F:36])[F:35])=[CH:28][C:29]([CH3:33])=[N+:30]([O-:32])[CH:31]=1>O1CCOCC1>[OH:22][C@H:3]1[CH2:4][CH2:5][C@@H:6]([NH:8][C:9]2[C:14]([C:15]([F:18])([F:17])[F:16])=[CH:13][N:12]=[C:11]([NH:24][CH2:25][C:26]3[C:27]([C:34]([F:37])([F:35])[F:36])=[CH:28][C:29]([CH3:33])=[N+:30]([O-:32])[CH:31]=3)[N:10]=2)[CH2:7][C:2]1([CH3:23])[CH3:1]. Procedure details: A solution of (1S,4R)-2,2-dimethyl-4-((2-(methylsulfinyl)-5-(trifluoromethyl)pyrimidin-4-yl)amino)cyclohexanol (1.0 equiv.) and 5-(aminomethyl)-2-methyl-4-(trifluoromethyl)pyridine 1-oxide (1.0 equiv.) in dioxane (0.15 M) was heated at 110° C. for 14 h. Standard work-up afforded 5-(((4-(((1R,4S)-4-hydroxy-3,3-dimethylcyclohexyl)amino)-5-(trifluoromethyl)pyrimidin-2-yl)amino)methyl)-2-methyl-4-(trifluoromethyl)pyridine 1-oxide (30% yield). 1H NMR (400 MHz, DMSO-d6) δ (ppm) 8.06 (s, 1H) 7.81-7.99 ... Starting materials: ClC(=O)OC1=CC=CC=C1 (phenyl chloroformate), O (H2O), C(C)(C)(C)OC(NC=1SC=C(N1)COCCOC)=O (tert-Butyl-4-((2-methoxyethoxy)methyl)thiazol-2-ylcarbamate), C(C)(C)(C)OC(NC=1SC=C(N1)COCCOC)=O (tert-Butyl-4-((2-methoxyethoxy)methyl)thiazol-2-ylcarbamate). The reagents and catalysts are CN(C)C=1C=CN=CC1 (DMAP). Run in C1CCOC1 (THF), N1=CC=CC=C1 (pyridine). Conditions: time 3 hour. Product: C1(=CC=CC=C1)OC(NC=1SC=C(N1)COCCOC)=O ([4-(2-Methoxy-ethoxymethyl)-thiazol-2-yl]-carbamic acid phenyl ester). RXN SMILES: [C:1]([O:5][C:6](=[O:19])[NH:7][C:8]1[S:9][CH:10]=[C:11]([CH2:13][O:14][CH2:15][CH2:16][O:17][CH3:18])[N:12]=1)([CH3:4])([CH3:3])C.ClC(O[C:24]1[CH:29]=CC=C[CH:25]=1)=O.O>N1C=CC=CC=1.CN(C1C=CN=CC=1)C.C1COCC1>[C:1]1([O:5][C:6](=[O:19])[NH:7][C:8]2[S:9][CH:10]=[C:11]([CH2:13][O:14][CH2:15][CH2:16][O:17][CH3:18])[N:12]=2)[CH:3]=[CH:29][CH:24]=[CH:25][CH:4]=1. Procedure details: tert-butyl 4-((2-methoxyethoxy)methyl)thiazol-2-ylcarbamate (Intermediate III, 3.4 g, 0.018 mol) was dissolved in pyridine (50 mL) and a catalytic amount of DMAP was added (0.2 g, ˜10 mol %). To this mixture a solution of phenyl chloroformate (2.27 mL, 1 eq.) in THF (50 mL) was added drop wise and the resulting reaction mixture was stirred for 3 hours at ambient temperature. Then, H2O was added and the diluted mixture was extracted with EtOAc. Dried the organic layer over Na2SO4, filtered and co... Reactants: Clc1nccc2ccccc12, O=S(=O)(O)O. Product: O=S(=O)(O)c1cccc2c(Cl)nccc12. RXN SMILES: [Cl:6][c:7]1[n:8][cH:9][cH:10][c:11]2[cH:12][cH:13][cH:14][cH:15][c:16]12.[S:1]([OH:2])([OH:3])(=[O:4])=[O:5]>>[S:1](=[O:2])([OH:3])(=[O:5])[c:12]1[c:11]2[cH:10][cH:9][n:8][c:7]([Cl:6])[c:16]2[cH:15][cH:14][cH:13]1. Starting materials: BrC1=CC2=C(N=C(S2)[C@@H]2C[C@H](C2)N2[C@@H](CCC2)C)C=C1 (Trans-6-bromo-2-{3-[(2R)-2-methylpyrrolidin-1-yl]cyclobutyl}-1,3-benzothiazole), COC1=NC=CC=C1B(O)O (2-methoxypyridine-3-boronic acid), N1=CN=CC(=C1)B(O)O (pyrimidine-5-boronic acid). Yields the product C(C)(C)N(C)[C@@H]1C[C@H](C1)C=1SC2=C(N1)C=CC(=C2)C=2C(=NC=CC2)OC (Trans-N-isopropyl-N-{3-[6-(2-methoxypyridin-3-yl)-1,3-benzothiazol-2-yl]cyclobutyl}-N-methylamine). As a reaction SMILES: Br[C:2]1[CH:20]=[CH:19][C:5]2[N:6]=[C:7]([C@H:9]3[CH2:12][C@H:11]([N:13]4[CH2:17]C[CH2:15][C@H:14]4[CH3:18])[CH2:10]3)[S:8][C:4]=2[CH:3]=1.[CH3:21][O:22][C:23]1[C:28](B(O)O)=[CH:27][CH:26]=[CH:25][N:24]=1.N1C=C(B(O)O)C=NC=1>>[CH:14]([N:13]([C@H:11]1[CH2:10][C@H:9]([C:7]2[S:8][C:4]3[CH:3]=[C:2]([C:28]4[C:23]([O:22][CH3:21])=[N:24][CH:25]=[CH:26][CH:27]=4)[CH:20]=[CH:19][C:5]=3[N:6]=2)[CH2:12]1)[CH3:17])([CH3:18])[CH3:15]. Procedure details: The title compound was prepared according to the procedure described in Example 1F, substituting the product of Example 52A for the product of Example 1E and substituting 2-methoxypyridine-3-boronic acid for pyrimidine-5-boronic acid. 1H NMR (500 MHz, CDCl3) δ ppm 8.19 (dd, J=4.99, 1.87 Hz, 1H) 7.97-8.05 (m, 2H) 7.66 (dd, J=7.18, 1.87 Hz, 1H) 7.63 (dd, J=8.42, 1.87 Hz, 1H) 7.00 (dd, J=7.49, 4.99 Hz, 1H) 3.99 (s, 3H) 3.78-3.85 (m, 1H) 3.53-3.63 (m, 1H) 2.92-3.09 (m, 1H) 2.63-2.73 (m, 2H) 2.52-2.6... Starting materials: C(C)(=O)N1C(C(C2=CC=C(C=C12)OC)=C(C1=CC=CC=C1)OCC)=O (1-acetyl-3-(1-ethoxy-1-phenyl-methylidene)-6-methoxy-2-indolinone), CN(C)CC=1C=C(N)C=CC1 (3-(dimethylaminomethyl)-aniline). RXN SMILES: C([N:4]1[C:12]2[C:7](=[CH:8][CH:9]=[C:10]([O:13][CH3:14])[CH:11]=2)[C:6](=[C:15](OCC)[C:16]2[CH:21]=[CH:20][CH:19]=[CH:18][CH:17]=2)[C:5]1=[O:25])(=O)C.[CH3:26][N:27]([CH2:29][C:30]1[CH:31]=[C:32]([CH:34]=[CH:35][CH:36]=1)[NH2:33])[CH3:28]>>[CH3:28][N:27]([CH2:29][C:30]1[CH:31]=[C:32]([CH:34]=[CH:35][CH:36]=1)[NH:33]/[C:15](=[C:6]1\[C:5](=[O:25])[NH:4][C:12]2[C:7]\1=[CH:8][CH:9]=[C:10]([O:13][CH3:14])[CH:11]=2)/[C:16]1[CH:21]=[CH:20][CH:19]=[CH:18][CH:17]=1)[CH3:26]. The product is CN(C)CC=1C=C(N\C(\C2=CC=CC=C2)=C\2/C(NC3=CC(=CC=C23)OC)=O)C=CC1 (3-(Z)-{1-[3-(dimethylaminomethyl)-anilino]-1-phenyl-methylidene}-6-methoxy-2-indolinone). Procedure details: Prepared from 1-acetyl-3-(1-ethoxy-1-phenyl-methylidene)-6-methoxy-2-indolinone and 3-(dimethylaminomethyl)-aniline Starting materials: CC(C)(C)[O-], COCCO, ClCCl, Nc1nc(-n2cncn2)c2nc(Cl)ccc2n1, [K+]. Yields the product COCCOc1nc(N)nc2ccc(Cl)nc12. As a reaction SMILES: [CH3:1][C:2]([CH3:3])([O-:4])[CH3:5].[CH3:24][O:25][CH2:26][CH2:27][OH:28].[Cl:29][CH2:30][Cl:31].[Cl:7][c:8]1[cH:9][cH:10][c:11]2[n:12][c:13]([NH2:23])[n:14][c:15](-[n:18]3[cH:19][n:20][cH:21][n:22]3)[c:16]2[n:17]1.[K+:6]>>[Cl:7][c:8]1[cH:9][cH:10][c:11]2[n:12][c:13]([NH2:23])[n:14][c:15]([O:28][CH2:27][CH2:26][O:25][CH3:24])[c:16]2[n:17]1. The reactants are C(CN1CCNCC1)N1CCNCC1 (1,1'-ethylenedipiperazine), C(C)(C)(C)OC(=O)ON=C(C#N)C1=CC=CC=C1 (2-(tert-butoxycarbonyloxyimino)-2-phenylacetonitrile). Run in O1CCOCC1.O (dioxane water). Yields the product C(C)(C)(C)OC(=O)N1CCN(CC1)CCN1CCNCC1 (N-[4-tert-butoxycarbonylpiperazino]ethyl-piperazine). RXN SMILES: [CH2:1]([N:9]1[CH2:14][CH2:13][NH:12][CH2:11][CH2:10]1)[CH2:2][N:3]1[CH2:8][CH2:7][NH:6][CH2:5][CH2:4]1.[C:15]([O:19][C:20](ON=C(C1C=CC=CC=1)C#N)=[O:21])([CH3:18])([CH3:17])[CH3:16]>O1CCOCC1.O>[C:15]([O:19][C:20]([N:6]1[CH2:7][CH2:8][N:3]([CH2:2][CH2:1][N:9]2[CH2:10][CH2:11][NH:12][CH2:13][CH2:14]2)[CH2:4][CH2:5]1)=[O:21])([CH3:18])([CH3:17])[CH3:16] |f:2.3|. Reported procedure: 1,1'-ethylenedipiperazine (1.98 g, 10 mmol) is dissolved in 20 mL of dioxane:water (1:1) mixture and 2-(tert-butoxycarbonyloxyimino)-2-phenylacetonitrile (2.46 g, 10 mmol) is added. The mixture is then stirred until no starting material is detected on thin layer chromatography. The obtained mixture is fractionally separated by silica gel chromatography, followed by RP-HPLC to obtain N-[4-tert-butoxycarbonylpiperazino]ethyl-piperazine. Following the procedure of Example 6, but replacing 1-benzylp... Reactants: C(O)([O-])=O.[Na+] (sodium hydrogen carbonate), CO/C=1/CCCCCC\N1 ((1E)-8-Methoxy-2,3,4,5,6,7-hexahydroazocine), O.C1(=CC=C(C=C1)S(=O)(=O)O)C (p-toluenesulfonic acid monohydrate), C1(CCCCC1)C1(CCCC1)C(=O)NN (1-cyclohexylcyclopentanecarbohydrazide). Solvent: C(Cl)(Cl)Cl (chloroform), C1(=CC=CC=C1)C (toluene). Conditions: temperature 105 celsius, time 3 day. Product: C1(CCCCC1)C1(CCCC1)C1=NN=C2N1CCCCCC2 (3-(1-cyclohexylcyclopentyl)-5,6,7,8,9,10-hexahydro[1,2,4]triazolo[4,3-a]azocine). The yield is 13.9%. As a reaction SMILES: CO[C:3]1[CH2:4][CH2:5][CH2:6][CH2:7][CH2:8][CH2:9][N:10]=1.O.C1(C)C=CC(S(O)(=O)=O)=CC=1.[CH:23]1([C:29]2([C:34]([NH:36][NH2:37])=O)[CH2:33][CH2:32][CH2:31][CH2:30]2)[CH2:28][CH2:27][CH2:26][CH2:25][CH2:24]1.C(=O)([O-])O.[Na+]>C(Cl)(Cl)Cl.C1(C)C=CC=CC=1>[CH:23]1([C:29]2([C:34]3[N:10]4[CH2:9][CH2:8][CH2:7][CH2:6][CH2:5][CH2:4][C:3]4=[N:37][N:36]=3)[CH2:33][CH2:32][CH2:31][CH2:30]2)[CH2:24][CH2:25][CH2:26][CH2:27][CH2:28]1 |f:1.2,4.5|. Reported procedure: (1E)-8-Methoxy-2,3,4,5,6,7-hexahydroazocine (614 mg) and p-toluenesulfonic acid monohydrate (207 mg) were added to a toluene (20 ml) solution of 1-cyclohexylcyclopentanecarbohydrazide (762 mg), followed by stirring at 105° C. for 3 days. The reaction solution and chloroform were added to a saturated aqueous sodium hydrogen carbonate solution and then the organic layer was separated. Furthermore, the organic layer washed with a saturated aqueous sodium chloride solution, dried over anhydrous magn... Starting materials: N#N (N2), C(=C)C(=O)C (methyl vinyl ketone), [N+](=O)([O-])C (nitromethane), KF Al2O3. Reaction conditions: time 18 hour. The product is [N+](=O)([O-])CCCC(C)=O (5-Nitro-pentan-2-one). Reaction SMILES: N#N.[CH:3]([C:5]([CH3:7])=[O:6])=[CH2:4].[N+:8]([CH3:11])([O-:10])=[O:9]>>[N+:8]([CH2:11][CH2:4][CH2:3][C:5](=[O:6])[CH3:7])([O-:10])=[O:9]. Reported procedure: In a flame dried round-bottomed flask equipped with a magnetic stir bar and under inert atmosphere (N2), to a solution of methyl vinyl ketone (2.32 mL, 28.53 mmol) in nitromethane (29.6 mL) was added activated KF/Al2O3 (323 mg, prepared by mixing KF and basic Al2O3 in water followed by concentrating and drying) at 0° C. The reaction mixture was then allowed to warm up to rt and stirred at this temperature for 18 h. The mixture was filtered through neutral Al2O3 and washed with CH2Cl2. The filtra...